From a dataset of the Open Reaction Database (ORD), a public repository of structured organic reaction records. describe an organic reaction: reactants, conditions, products, and yield Reactants: BrC1=CSC2=C1N(C(=C2)C(=O)O)CC2=CC=C(C=C2)C(F)(F)F (3-Bromo-4-(4-trifluoromethyl-benzyl)-4H-thieno[3,2-b]pyrrole-5-carboxylic acid), Cl (HCl). Reagents/catalysts: [Cu] (copper). Solvent: N1=CC=CC2=CC=CC=C12 (quinoline). Reaction conditions: temperature 140 celsius. Product: BrC1=CSC2=C1N(C=C2)CC2=CC=C(C=C2)C(F)(F)F (3-Bromo-4-(4-trifluoromethyl-benzyl)-4H-thieno[3,2-b]pyrrole). Isolated yield 82.3%. RXN SMILES: [Br:1][C:2]1[C:6]2[N:7]([CH2:13][C:14]3[CH:19]=[CH:18][C:17]([C:20]([F:23])([F:22])[F:21])=[CH:16][CH:15]=3)[C:8](C(O)=O)=[CH:9][C:5]=2[S:4][CH:3]=1.Cl>N1C2C(=CC=CC=2)C=CC=1.[Cu]>[Br:1][C:2]1[C:6]2[N:7]([CH2:13][C:14]3[CH:15]=[CH:16][C:17]([C:20]([F:23])([F:22])[F:21])=[CH:18][CH:19]=3)[CH:8]=[CH:9][C:5]=2[S:4][CH:3]=1. Procedure details: A mixture of 3 g of the product of Step 4 and 0.3 g of copper powder in 50 ml of quinoline was heated in oil bath at 140° C. for 4 h. The reaction mixture was cooled and acidified with 6 N HCl and then extracted with 150 ml of ether. The ether layer was washed with 200 ml of 2 N HCl, dried over Na2SO4, filtered, and concentrated to give 2.2 g of the title compound as a light brown solid. Run at temperature 45 celsius, time 30 minute. Reported procedure: 1-[2,6,7-Trimethyl-4-phenoxy-1H-imidazo[4,5-c]pyridin-1-yl]eth-2-yl acetate (11.1 g, 33.0 mmol), methanol (250 mL), and potassium carbonate (1.14 g, 8.25 mmol) were combined with stirring and heated to 45° C. under nitrogen. The reaction was complete after 30 minutes, and the reaction mixture was concentrated under reduced pressure to a solid, which was dissolved in dichloromethane. The resulting solution was subjected to flash chromatography using 9/1 dichloromethane/methanol. A white solid was... Isolated yield 92.7%. As a reaction SMILES: C([O:4][CH2:5][CH2:6][N:7]1[C:15]2[C:14]([CH3:16])=[C:13]([CH3:17])[N:12]=[C:11]([O:18][C:19]3[CH:24]=[CH:23][CH:22]=[CH:21][CH:20]=3)[C:10]=2[N:9]=[C:8]1[CH3:25])(=O)C.C(=O)([O-])[O-].[K+].[K+]>CO>[CH3:25][C:8]1[N:7]([CH2:6][CH2:5][OH:4])[C:15]2[C:14]([CH3:16])=[C:13]([CH3:17])[N:12]=[C:11]([O:18][C:19]3[CH:20]=[CH:21][CH:22]=[CH:23][CH:24]=3)[C:10]=2[N:9]=1 |f:1.2.3|. Run in CO (methanol). Starting materials: C(C)(=O)OCCN1C(=NC=2C(=NC(=C(C21)C)C)OC2=CC=CC=C2)C (1-[2,6,7-Trimethyl-4-phenoxy-1H-imidazo[4,5-c]pyridin-1-yl]eth-2-yl acetate), C([O-])([O-])=O.[K+].[K+] (potassium carbonate). Yields the product CC=1N(C2=C(C(=NC(=C2C)C)OC2=CC=CC=C2)N1)CCO (1-[2,6,7-Trimethyl-4-phenoxy-1H-imidazo[4,5-c]pyridin-1-yl]ethan-2-ol). The reactants are C(=O)C=1C=C(C=CC1)C1=CC(=CC=C1)COC1=CC=C(C=C1)CCC(=O)OC (methyl 4-[(3′-formyl-[1,1′-biphenyl]-3-yl) methoxy]benzenepropanoate), S(N)(O)(=O)=O (sulfamic acid), Cl(=O)[O-].[Na+] (sodium chlorite). The solvent is O1CCCC1 (tetrahydrofuran), O (water), O (water), O (water). Conditions: time 15 hour. Product: COC(=O)CCC1=CC=C(OCC=2C=C(C=CC2)C2=CC(=CC=C2)C(=O)O)C=C1 (3′-[[4-[2-(methoxycarbonyl)ethyl]phenoxy]methyl]-[1,1′-biphenyl]-3-carboxylic acid). Isolated yield 98.5%. As a reaction SMILES: [CH:1]([C:3]1[CH:4]=[C:5]([C:9]2[CH:14]=[CH:13][CH:12]=[C:11]([CH2:15][O:16][C:17]3[CH:22]=[CH:21][C:20]([CH2:23][CH2:24][C:25]([O:27][CH3:28])=[O:26])=[CH:19][CH:18]=3)[CH:10]=2)[CH:6]=[CH:7][CH:8]=1)=[O:2].S(=O)(=O)([OH:31])N.Cl([O-])=O.[Na+]>O1CCCC1.O>[CH3:28][O:27][C:25]([CH2:24][CH2:23][C:20]1[CH:19]=[CH:18][C:17]([O:16][CH2:15][C:11]2[CH:10]=[C:9]([C:5]3[CH:6]=[CH:7][CH:8]=[C:3]([C:1]([OH:31])=[O:2])[CH:4]=3)[CH:14]=[CH:13][CH:12]=2)=[CH:22][CH:21]=1)=[O:26] |f:2.3|. Procedure details: To a solution of methyl 4-[(3′-formyl-[1,1′-biphenyl]-3-yl) methoxy]benzenepropanoate (0.48 g, 1.3 mmol) in tetrahydrofuran (5 mL) and water (2 mL) was added sulfamic acid (0.15 g, 1.3 mmol), and a solution of sodium chlorite (0.17 g, 1.5 mmol) in water (1.5 mL) was added. The mixture was stirred at room temperature for 15 hrs., and water was added. The mixture was extracted with ethyl acetate. The extract was washed with water and concentrated under reduced pressure to give the title compound 0... The product is C(CC)OC(=O)C1=CC=C(C=C1)OC(CCCC(=O)OC1=CC=C(C=C1)C(=O)OCCC)=O (di(p-propyloxycarbonylphenyl)glutarate). Procedure details: A similar procedure to Example 1 is carried out by using 18 g of propyl p-hydroxybenzoate and 8.5 g of glutaric acid dichloride to yield di(p-propyloxycarbonylphenyl)glutarate, m.p. 74°-75° C., as white crystals. Starting materials: OC1=CC=C(C(=O)OCCC)C=C1 (propyl p-hydroxybenzoate), C(CCCC(=O)Cl)(=O)Cl (glutaric acid dichloride). As a reaction SMILES: [OH:1][C:2]1[CH:13]=[CH:12][C:5]([C:6]([O:8][CH2:9][CH2:10][CH3:11])=[O:7])=[CH:4][CH:3]=1.[C:14](Cl)(=[O:21])[CH2:15][CH2:16][CH2:17][C:18](Cl)=[O:19]>>[CH2:9]([O:8][C:6]([C:5]1[CH:4]=[CH:3][C:2]([O:1][C:14](=[O:21])[CH2:15][CH2:16][CH2:17][C:18]([O:1][C:2]2[CH:3]=[CH:4][C:5]([C:6]([O:8][CH2:9][CH2:10][CH3:11])=[O:7])=[CH:12][CH:13]=2)=[O:19])=[CH:13][CH:12]=1)=[O:7])[CH2:10][CH3:11]. Starting materials: 10, ClC=1C=C(C=CC1)NC1=C(C(=O)N)C=CC=C1 (2-[(3-chlorophenyl)amino]benzamide), CC(C)=O (2-propanone), CC1=CC=C(C=C1)S(=O)(=O)O (4-methylbenzenesulfonic acid). Solvent: C(C)O (ethanol). Product: 10, ClCCCN1C(NC(C2=CC=CC=C12)=O)(C)C (1-(3-chloropropyl)-2,3-dihydro-2,2-dimethyl-4(1H)-quinazolinone). Reaction SMILES: [Cl:1][C:2]1[CH:3]=[C:4]([NH:8][C:9]2[CH:17]=[CH:16][CH:15]=[CH:14][C:10]=2[C:11]([NH2:13])=[O:12])C=CC=1.[CH3:18][C:19](=O)[CH3:20].CC1C=CC(S(O)(=O)=O)=CC=1>C(O)C>[Cl:1][CH2:2][CH2:3][CH2:4][N:8]1[C:9]2[C:10](=[CH:14][CH:15]=[CH:16][CH:17]=2)[C:11](=[O:12])[NH:13][C:19]1([CH3:20])[CH3:18]. Reported procedure: A mixture of 10 parts of 2-[(3-chlorophenyl)amino]benzamide, 16 parts of 2-propanone, 1 part of 4-methylbenzenesulfonic acid and 40 parts of ethanol is stirred and refluxed overnight. The reaction mixture is evaporated and the oily residue is stirred in 2,2'-oxybispropane. The product is filtered off and dried, yielding 10 parts of 1-(3-chloropropyl)-2,3-dihydro-2,2-dimethyl-4(1H)-quinazolinone. The reactants are CC1(C)Oc2ccc(C#N)cc2C2OC21, CS(C)=O, CCOC(C)=O, CC(C)(C)[O-], [K+], O, O=c1ccnc[nH]1. The product is CC1(C)Oc2ccc(C#N)cc2C(n2cnccc2=O)C1O. RXN SMILES: [C:14](#[N:15])[c:16]1[cH:17][cH:18][c:19]2[c:20]([cH:28]1)[CH:21]1[CH:22]([C:23]([CH3:25])([CH3:26])[O:24]2)[O:27]1.[CH3:30][S:31]([CH3:32])=[O:33].[CH3:34][CH2:35][O:36][C:37](=[O:38])[CH3:39].[CH3:8][C:9]([CH3:10])([O-:11])[CH3:12].[K+:13].[OH2:29].[n:1]1[cH:2][nH:3][c:4](=[O:7])[cH:5][cH:6]1>>[n:1]1[cH:2][n:3]([CH:21]2[c:20]3[c:19]([cH:18][cH:17][c:16]([C:14]#[N:15])[cH:28]3)[O:24][C:23]([CH3:25])([CH3:26])[CH:22]2[OH:27])[c:4](=[O:7])[cH:5][cH:6]1. Starting materials: CN(C)C=O, O=[Cr](=O)([O-])O[Cr](=O)(=O)[O-], O, O=C1c2cc(I)ccc2OC(Cc2ccccc2)CN1CCCO, c1cc[nH+]cc1, c1cc[nH+]cc1. The product is O=C(O)CCN1CC(Cc2ccccc2)Oc2ccc(I)cc2C1=O. RXN SMILES: [CH3:46][N:47]([CH3:48])[CH:49]=[O:50].[Cr:25](=[O:26])([O:27][Cr:28]([O-:29])(=[O:30])=[O:31])([O-:32])=[O:33].[OH2:51].[OH:1][CH2:2][CH2:3][CH2:4][N:5]1[C:6](=[O:24])[c:7]2[c:8]([cH:19][cH:20][c:21]([I:23])[cH:22]2)[O:9][CH:10]([CH2:12][c:13]2[cH:14][cH:15][cH:16][cH:17][cH:18]2)[CH2:11]1.[nH+:34]1[cH:35][cH:36][cH:37][cH:38][cH:39]1.[nH+:40]1[cH:41][cH:42][cH:43][cH:44][cH:45]1>>[O:1]=[C:2]([CH2:3][CH2:4][N:5]1[C:6](=[O:24])[c:7]2[c:8]([cH:19][cH:20][c:21]([I:23])[cH:22]2)[O:9][CH:10]([CH2:12][c:13]2[cH:14][cH:15][cH:16][cH:17][cH:18]2)[CH2:11]1)[OH:26].